From a dataset of the Open Reaction Database (ORD), a public repository of structured organic reaction records. describe an organic reaction: reactants, conditions, products, and yield Reactants: C(C)(C)(C)[Si](OC(C(=C)C)CC\C(=C\CC\C(=C/COC1OCCCC1)\C)\C)(C)C ((6E,10Z)-3-(tert.-butyldimethylsilyloxy)-2,6,10-trimethyl-12-[(tetrahydro-2H-pyran-2-yl)oxy]-1,6,10-dodecatriene), C1(=CC=C(C=C1)S(=O)(=O)[O-])C.[NH+]1=CC=CC=C1 (pyridinium p-toluenesulfonate). The solvent is C(C)(C)O (isopropanol). Reaction conditions: time 6 hour. Yields the product C(C)(C)(C)[Si](OC(CC/C(=C/CC\C(=C/CO)\C)/C)C(=C)C)(C)C ((2Z,6E)-10-(tert.butyldimethylsilyloxy)-3,7,11-trimethyl-2,6,11-dodecatrien-1-ol). As a reaction SMILES: [C:1]([Si:5]([CH3:30])([CH3:29])[O:6][CH:7]([CH2:11][CH2:12]/[C:13](/[CH3:28])=[CH:14]/[CH2:15][CH2:16]/[C:17](/[CH3:27])=[CH:18]\[CH2:19][O:20]C1CCCCO1)[C:8]([CH3:10])=[CH2:9])([CH3:4])([CH3:3])[CH3:2].C1(C)C=CC(S([O-])(=O)=O)=CC=1.[NH+]1C=CC=CC=1>C(O)(C)C>[C:1]([Si:5]([CH3:29])([CH3:30])[O:6][CH:7]([C:8]([CH3:10])=[CH2:9])[CH2:11][CH2:12]/[C:13](/[CH3:28])=[CH:14]/[CH2:15][CH2:16]/[C:17](/[CH3:27])=[CH:18]\[CH2:19][OH:20])([CH3:4])([CH3:3])[CH3:2] |f:1.2|. Reported procedure: The product, containing (6E,10Z)-3-(tert.-butyldimethylsilyloxy)-2,6,10-trimethyl-12-[(tetrahydro-2H-pyran-2-yl)oxy]-1,6,10-dodecatriene, is dissolved in 50 ml of isopropanol and treated with 350 mg of pyridinium p-toluenesulfonate. The reaction solution is stirred at room temperature for 6 hours under argon. After aqueous working-up the organic phase is dried and freed from the solvents. The residue is chromatographed on silica gel with ether-hexane 2:1. There is obtained (2Z,6E)-10-(tert.butyl... Starting materials: C(Cl)Cl (DCM), C(Cl)Cl (DCM), C(C)(C)(C)OC(=O)NC(C(=O)O)C(C)C (2-((tert-butoxycarbonyl)amino)-3-methylbutanoic acid), C(=O)(O)[O-].[Na+] (NaHCO3). Solvent: O (H2O). Yields the product C(C)(C)(C)OC(=O)NC(C(=O)OCCl)C(C)C (chloromethyl 2-((tert-butoxycarbonyl)amino)-3-methylbutanoate), oil. The yield is 71.8%. Reaction SMILES: [C:1]([O:5][C:6]([NH:8][CH:9]([CH:13]([CH3:15])[CH3:14])[C:10]([OH:12])=[O:11])=[O:7])([CH3:4])([CH3:3])[CH3:2].C([O-])(O)=O.[Na+].[CH2:21](Cl)[Cl:22]>O>[C:1]([O:5][C:6]([NH:8][CH:9]([CH:13]([CH3:15])[CH3:14])[C:10]([O:12][CH2:21][Cl:22])=[O:11])=[O:7])([CH3:4])([CH3:3])[CH3:2] |f:1.2|. Procedure: The title compound was prepared according to the procedure as described in Example 17 Step 1 using 2-((tert-butoxycarbonyl)amino)-3-methylbutanoic acid (1 g, 4.6 mmol) in DCM (25 mL) and H2O (25 mL), NaHCO3 (1.55 g, 18.4 mmol), TBAHSO4 (156 mg, 0.46 mmol) and a solution of chloromethyl sulfochloridate (559 μL, 5.5 mmol) in DCM (5 mL). The title compound was obtained as colorless oil (877 mg, 71.8%). The title compound was characterized by 1H NMR as shown below: Starting materials: CN(C)C=O, Cc1nc2ccccc2[nH]1, [H-], [Na+], O, Cc1cccc(Oc2ccc(CBr)cc2)c1. Product: Cc1cccc(Oc2ccc(Cn3c(C)nc4ccccc43)cc2)c1. As a reaction SMILES: [CH3:30][N:31]([CH3:32])[CH:33]=[O:34].[CH3:3][c:4]1[nH:5][c:6]2[c:7]([n:8]1)[cH:9][cH:10][cH:11][cH:12]2.[H-:1].[Na+:2].[OH2:29].[c:13]1([CH3:28])[cH:14][c:15]([O:19][c:20]2[cH:21][cH:22][c:23]([CH2:24][Br:25])[cH:26][cH:27]2)[cH:16][cH:17][cH:18]1>>[CH3:3][c:4]1[n:5][c:6]2[c:7]([n:8]1[CH2:24][c:23]1[cH:22][cH:21][c:20]([O:19][c:15]3[cH:14][c:13]([CH3:28])[cH:18][cH:17][cH:16]3)[cH:27][cH:26]1)[cH:9][cH:10][cH:11][cH:12]2. Starting materials: [Br-], C[Mg+], CCOC(C)=O, [Cl-], [NH4+], C1CCOC1, O, O=CC1(c2ccccc2)CCC2(CC1)OCCO2. Product: CC(O)C1(c2ccccc2)CCC2(CC1)OCCO2. As a reaction SMILES: [Br-:19].[CH3:20][Mg+:21].[CH3:30][CH2:31][O:32][C:33](=[O:34])[CH3:35].[Cl-:22].[NH4+:23].[O:25]1[CH2:26][CH2:27][CH2:28][CH2:29]1.[OH2:24].[c:1]1([C:7]2([CH:17]=[O:18])[CH2:8][CH2:9][C:10]3([O:11][CH2:12][CH2:13][O:14]3)[CH2:15][CH2:16]2)[cH:2][cH:3][cH:4][cH:5][cH:6]1>>[c:1]1([C:7]2([CH:17]([OH:18])[CH3:20])[CH2:8][CH2:9][C:10]3([O:11][CH2:12][CH2:13][O:14]3)[CH2:15][CH2:16]2)[cH:2][cH:3][cH:4][cH:5][cH:6]1. Starting materials: BrCC1=CC=C(C=C1)F (1-(bromomethyl)-4-fluorobenzene), Br.BrCC=1C=NC=CC1 (3-(bromomethyl)pyridine hydrobromide), O=C1N(CCN1)C=1C=C(C(=O)[O-])C=CN1 (2-(2-oxoimidazolidin-1-yl)isonicotinate). The product is O=C1N(CCN1CC=1C=NC=CC1)C=1C=C(C(=O)OC)C=CN1 (methyl 2-(2-oxo-3-(pyridin-3-ylmethyl)imidazolidin-1-yl)isonicotinate). Isolated yield 47.0%. As a reaction SMILES: Br[CH2:2]C1C=CC(F)=CC=1.Br.Br[CH2:12][C:13]1[CH:14]=[N:15][CH:16]=[CH:17][CH:18]=1.[O:19]=[C:20]1[NH:24][CH2:23][CH2:22][N:21]1[C:25]1[CH:26]=[C:27]([CH:31]=[CH:32][N:33]=1)[C:28]([O-:30])=[O:29]>>[O:19]=[C:20]1[N:24]([CH2:12][C:13]2[CH:14]=[N:15][CH:16]=[CH:17][CH:18]=2)[CH2:23][CH2:22][N:21]1[C:25]1[CH:26]=[C:27]([CH:31]=[CH:32][N:33]=1)[C:28]([O:30][CH3:2])=[O:29] |f:1.2|. Reported procedure: Following the procedure as described in Preparation 17, making variations as required to replace 1-(bromomethyl)-4-fluorobenzene with 3-(bromomethyl)pyridine hydrobromide to react with 2-(2-oxoimidazolidin-1-yl)isonicotinate, methyl 2-(2-oxo-3-(pyridin-3-ylmethyl)imidazolidin-1-yl)isonicotinate was obtained as a colorless solid in 47% yield: mp 165-167° C.; 1H NMR (300 MHz, CDCl3) δ 8.86 (s, 1H), 8.56-8.54 (m, 2H), 8.36 (d, J=5.1 Hz, 1H), 7.69-7.66 (m, 1H), 7.46 (dd, J=5.4 Hz, 1.5 Hz, 1H), 7.30-...